describe an organic reaction: reactants, conditions, products, and yield From a dataset of the Open Reaction Database (ORD), a public repository of structured organic reaction records. The reactants are S(=O)(=O)([O-])OOS(=O)(=O)[O-].[NH4+].[NH4+] (ammonium persulfate), C(=C(F)F)(OC(F)(F)F)F (perfluoro(methyl vinyl ether)), FC(=C(F)F)F (tetrafluoroethylene), [OH-].[Na+] (sodium hydroxide), C(=C)(F)F (vinylidene fluoride), BrC(C(C=C)(F)F)(F)F (4-bromo-3,3,4,4-tetrafluoro-1-butene). Conditions: time 30 minute. Product: C(=C(F)F)(OC(F)(F)F)F.FC(=C(F)F)F (PMVE TFE). As a reaction SMILES: S(OOS([O-])(=O)=O)([O-])(=O)=O.[NH4+].[NH4+].[OH-].[Na+].C(F)(F)=C.[C:19]([F:28])([O:23][C:24]([F:27])([F:26])[F:25])=[C:20]([F:22])[F:21].[F:29][C:30]([F:34])=[C:31]([F:33])[F:32].BrC(F)(F)C(F)(F)C=C>>[C:19]([F:28])([O:23][C:24]([F:27])([F:26])[F:25])=[C:20]([F:22])[F:21].[F:29][C:30]([F:34])=[C:31]([F:33])[F:32] |f:0.1.2,3.4,9.10|. Reported procedure: A VF2/PMVE/TFE copolymer fluoroelastomer was prepared by a continuous emulsion polymerization process, carried out at 105° C. in a well-stirred 2.0-liter stainless steel liquid full reaction vessel. An aqueous solution, consisting of 1.98 g/hour (g/h) ammonium persulfate initiator and 0.79 g/h sodium hydroxide, was fed to the reactor at a rate of 4 L/hour. The reactor was maintained at a liquid-full level at a pressure of 6.2 MPa by means of a backpressure control valve in the effluent line. Aft... Starting materials: C(C)(C)(C)OC(NCC=1N(C(C2=CC=C(C=C2C1OCCCC)OCC(=O)N)=O)CC(C)C)=O (tert-butyl[6-(2-amino-2-oxoethoxy)-4-butoxy-2-isobutyl-1-oxo-1,2-dihydro-3-isoquinolinyl]methylcarbamate), Cl (hydrogen chloride). Run in C(C)(=O)OCC (ethyl acetate), C(C)(=O)OCC (ethyl acetate). Yields the product Cl.NCC=1N(C(C2=CC=C(C=C2C1OCCCC)OCC(=O)N)=O)CC(C)C (2-[[3-(aminomethyl)-4-butoxy-2-isobutyl-1-oxo-1,2-dihydro-6-isoquinolinyl]oxy]acetamide hydrochloride). The yield is 92.0%. RXN SMILES: C(OC(=O)[NH:7][CH2:8][C:9]1[N:10]([CH2:30][CH:31]([CH3:33])[CH3:32])[C:11](=[O:29])[C:12]2[C:17]([C:18]=1[O:19][CH2:20][CH2:21][CH2:22][CH3:23])=[CH:16][C:15]([O:24][CH2:25][C:26]([NH2:28])=[O:27])=[CH:14][CH:13]=2)(C)(C)C.[ClH:35]>C(OCC)(=O)C>[ClH:35].[NH2:7][CH2:8][C:9]1[N:10]([CH2:30][CH:31]([CH3:32])[CH3:33])[C:11](=[O:29])[C:12]2[C:17]([C:18]=1[O:19][CH2:20][CH2:21][CH2:22][CH3:23])=[CH:16][C:15]([O:24][CH2:25][C:26]([NH2:28])=[O:27])=[CH:14][CH:13]=2 |f:3.4|. Reported procedure: To a solution of tert-butyl[6-(2-amino-2-oxoethoxy)-4-butoxy-2-isobutyl-1-oxo-1,2-dihydro-3-isoquinolinyl]methylcarbamate (0.29 g, 0.6 mmol) in ethyl acetate (5 mL) was added, a solution of 4N hydrogen chloride in ethyl acetate (5 mL) and the obtained solution was stirred at room temperature for 2 h. The reaction mixture was concentrated under reduced pressure, and the precipitated crystals were recrystallized from methanol-diisopropyl ether to give 2-[[3-(aminomethyl)-4-butoxy-2-isobutyl-1-oxo-... Starting materials: C1CCC2=NCCCN2CC1, CC(C)(C)OC(=O)N1CCC(OS(C)(=O)=O)CC1, CN(C)C=O, Sc1nc2cccc3ncc1n32. Yields the product CC(C)(C)OC(=O)N1CCC(Sc2nc3cccc4ncc2n43)CC1. RXN SMILES: [CH2:31]1[CH2:32][CH2:33][C:34]2=[N:39][CH2:38][CH2:37][CH2:36][N:35]2[CH2:40][CH2:41]1.[CH3:1][S:2]([O:3][CH:6]1[CH2:7][CH2:8][N:9]([C:12](=[O:13])[O:14][C:15]([CH3:16])([CH3:17])[CH3:18])[CH2:10][CH2:11]1)(=[O:4])=[O:5].[O:42]=[CH:43][N:44]([CH3:45])[CH3:46].[n:19]1[c:20]([SH:30])[c:21]2[n:22]3[c:23]([cH:24][cH:25][cH:26][c:27]13)[n:28][cH:29]2>>[CH:6]1([S:30][c:20]2[n:19][c:27]3[n:22]4[c:21]2[cH:29][n:28][c:23]4[cH:24][cH:25][cH:26]3)[CH2:7][CH2:8][N:9]([C:12](=[O:13])[O:14][C:15]([CH3:16])([CH3:17])[CH3:18])[CH2:10][CH2:11]1.